This data is from the Open Reaction Database (ORD), a public repository of structured organic reaction records. The task is: describe an organic reaction: reactants, conditions, products, and yield Yields the product CC(C)(C)OC(=O)N1C(CCc2cccc(C(F)(F)F)n2)COC1(C)C. RXN SMILES: [C:1]([CH3:2])([CH3:3])([CH3:4])[O:5][C:6](=[O:7])[N:8]1[C:9]([CH3:25])([CH3:26])[O:10][CH2:11][CH:12]1[C:13]#[C:14][c:15]1[n:16][c:17]([C:21]([F:22])([F:23])[F:24])[cH:18][cH:19][cH:20]1.[CH3:31][OH:32].[CH:27]([O-:28])=[O:29].[NH4+:30]>>[C:1]([CH3:2])([CH3:3])([CH3:4])[O:5][C:6](=[O:7])[N:8]1[C:9]([CH3:25])([CH3:26])[O:10][CH2:11][CH:12]1[CH2:13][CH2:14][c:15]1[n:16][c:17]([C:21]([F:22])([F:23])[F:24])[cH:18][cH:19][cH:20]1. Reactants: CC(C)(C)OC(=O)N1C(C#Cc2cccc(C(F)(F)F)n2)COC1(C)C, CO, O=C[O-], [NH4+]. The reactants are C(OC(C)Cl)(OCCN(C1=C(C(=C(C(=C1I)C(=O)N(C)C1OC(OC1)(C)C)I)C(=O)N(C)C1OC(OC1)(C)C)I)C(C)=O)=O (1-Chloroethyl 2-(N-(3,5-bis-((2,2-dimethyl-1,3-dioxolan-4-yl)-methylaminocarbonyl)-2,4,6-triiodophenyl)-acetylamino)ethyl carbonate), C(C)(=O)NC=1C(=C(C(=C(C1I)C(=O)[O-])I)N(C)C(C)=O)I.[K+] (potassium 5-(N-acetylamino)-3-(N-acetyl-N-methylamino)-2,4,6-triiodobenzenecarboxylate), [I-].[K+] (potassium iodide). The solvent is CN(C)C=O (DMF). Conditions: temperature 50 celsius, time 1 day. The product is C(C)(=O)NC=1C(=C(C(=C(C1I)C(=O)OC(C)OC(=O)OCCN(C1=C(C(=C(C(=C1I)C(=O)N(C)C1OC(OC1)(C)C)I)C(=O)N(C)C1OC(OC1)(C)C)I)C(C)=O)I)N(C)C(C)=O)I (1-(2-[N-(3,5-bis-((2,2-dimethyl-1,3-dioxolan-4-yl)-methylaminocarbonyl)-2,4,6-triiodophenyl)-acetylamino]ethyloxycarbonyloxy)ethyl 5-(N-acetylamino)-3-(N-acetyl-N-methylamino)-2,4,6-triiodobenzenecarboxylate). Reaction SMILES: [C:1](=[O:44])([O:6][CH2:7][CH2:8][N:9]([C:41](=[O:43])[CH3:42])[C:10]1[C:15]([I:16])=[C:14]([C:17]([N:19]([CH:21]2[CH2:25][O:24][C:23]([CH3:27])([CH3:26])[O:22]2)[CH3:20])=[O:18])[C:13]([I:28])=[C:12]([C:29]([N:31]([CH:33]2[CH2:37][O:36][C:35]([CH3:39])([CH3:38])[O:34]2)[CH3:32])=[O:30])[C:11]=1[I:40])[O:2][CH:3](Cl)[CH3:4].[C:45]([NH:48][C:49]1[C:50]([I:65])=[C:51]([N:60]([C:62](=[O:64])[CH3:63])[CH3:61])[C:52]([I:59])=[C:53]([C:56]([O-:58])=[O:57])[C:54]=1[I:55])(=[O:47])[CH3:46].[K+].[I-].[K+]>CN(C=O)C>[C:45]([NH:48][C:49]1[C:50]([I:65])=[C:51]([N:60]([C:62](=[O:64])[CH3:63])[CH3:61])[C:52]([I:59])=[C:53]([C:56]([O:58][CH:3]([O:2][C:1]([O:6][CH2:7][CH2:8][N:9]([C:41](=[O:43])[CH3:42])[C:10]2[C:15]([I:16])=[C:14]([C:17]([N:19]([CH:21]3[CH2:25][O:24][C:23]([CH3:27])([CH3:26])[O:22]3)[CH3:20])=[O:18])[C:13]([I:28])=[C:12]([C:29]([N:31]([CH:33]3[CH2:37][O:36][C:35]([CH3:39])([CH3:38])[O:34]3)[CH3:32])=[O:30])[C:11]=2[I:40])=[O:44])[CH3:4])=[O:57])[C:54]=1[I:55])(=[O:47])[CH3:46] |f:1.2,3.4|. Reported procedure: 1-Chloroethyl 2-(N-(3,5-bis-((2,2-dimethyl-1,3-dioxolan-4-yl)-methylaminocarbonyl)-2,4,6-triiodophenyl)-acetylamino)ethyl carbonate (3.1 g, 3.3 mmol) was added at room temperature to a solution of potassium 5-(N-acetylamino)-3-(N-acetyl-N-methylamino)-2,4,6-triiodobenzenecarboxylate (2.00 g, 3 mmol) and potassium iodide (50 mg, 0.3 mmol) in dry DMF. After stirring at 50° C. for 18 hours and at room temperature for one day the solvent was removed at reduced pressure. The residue was suspended in ... Reactants: C(C)(=O)OC(C)=O (acetic anhydride), S(=O)(=O)(O)O.NO (hydroxylamine sulfate), [OH-].[Na+] (sodium hydroxide), C(CCCCCC=C)=O (7-octenal). Run in O (water), C1(=CC=CC=C1)C (toluene). Conditions: temperature 0 celsius, time 1 hour. The product is C(CCCCCC=C)#N (7-octenonitrile). Isolated yield 150.0%. As a reaction SMILES: [CH:1](=O)[CH2:2][CH2:3][CH2:4][CH2:5][CH2:6][CH:7]=[CH2:8].S(O)(O)(=O)=O.[NH2:15]O.[OH-].[Na+].C(OC(=O)C)(=O)C>O.C1(C)C=CC=CC=1>[C:1](#[N:15])[CH2:2][CH2:3][CH2:4][CH2:5][CH2:6][CH:7]=[CH2:8] |f:1.2,3.4|. Reported procedure: Into a nitrogen-substituted 500 mL volume flask, toluene (200 g) and the crude 7-octenal (30.5 g) (90.0% in gas chromatography simple area %, net: 27.5 g, 0.22 mol; cis-6-octenal: 6.3% in gas chromatography simple area %, tras-6-octenal: 4.0% in gas chromatography simple area %) obtained by the technique of Synthesis Example 1 were charged. An aqueous solution of 35.5% by mass hydroxylamine sulfate (55.5 g; net: 19.7 g, 0.12 mol) was added thereto, and then the mixture was cooled to 0° C. An aqu... The reactants are ClC=1C(=CC=2C(=NC=3N(C=C(C(C3C2)=O)C(=O)O)NC)C1)F (8-chloro- 7-fluoro-1-methylamino-4-oxo-1,4-dihydro-benzo[b][1,8]naphthyridine-3-carboxylic acid), N1CCNCC1 (piperazine). The solvent is N1=CC=CC=C1 (pyridine). Product: FC1=CC=2C(=NC=3N(C=C(C(C3C2)=O)C(=O)O)NC)C=C1N1CCNCC1 (7-fluoro-1-methylamino-4-oxo-8-(1-piperazinyl)-1,4-dihydro-benzo[b][1,8]naphthyridine-3-carboxylic acid). Yield: 31.6%. RXN SMILES: Cl[C:2]1[C:3]([F:22])=[CH:4][C:5]2[C:6]([CH:21]=1)=[N:7][C:8]1[N:9]([NH:19][CH3:20])[CH:10]=[C:11]([C:16]([OH:18])=[O:17])[C:12](=[O:15])[C:13]=1[CH:14]=2.[NH:23]1[CH2:28][CH2:27][NH:26][CH2:25][CH2:24]1>N1C=CC=CC=1>[F:22][C:3]1[C:2]([N:23]2[CH2:28][CH2:27][NH:26][CH2:25][CH2:24]2)=[CH:21][C:6]2=[N:7][C:8]3[N:9]([NH:19][CH3:20])[CH:10]=[C:11]([C:16]([OH:18])=[O:17])[C:12](=[O:15])[C:13]=3[CH:14]=[C:5]2[CH:4]=1. Reported procedure: 7-Fluoro-1-methylamino-4-oxo-8-(1-piperazinyl)-1,4-dihydro-benzo[b][1,8]naphthyridine-3-carboxylic acid is prepared under the conditions of Reference Example 5 but starting from 2.25 g of 8-chloro- 7-fluoro-1-methylamino-4-oxo-1,4-dihydro-benzo[b][1,8]naphthyridine-3-carboxylic acid and 2.4 g of piperazine in 30 cm3 of pyridine. After recrystallizing 3 times from, in total, 400 cm3 of dimethylformamide, 0.82 g of 7-fluoro-1-methylamino-4-oxo-8-(1-piperazinyl)-1,4-dihydro-benzo[b][1,8]naphthyridi... Reactants: C(#N)CC(=O)OCC (ethyl cyanoacetate), ClC1=C(CN)C=CC=C1 (2-chlorobenzylamine). Run in C(C)O (ethanol). Run at time 8 hour. The product is ClC1=C(CNC(CC#N)=O)C=CC=C1 (N-(2'-chlorobenzyl)-2-cyanoacetamide). The yield is 38.0%. Reaction SMILES: [C:1]([CH2:3][C:4]([O:6]CC)=O)#[N:2].[Cl:9][C:10]1[CH:17]=[CH:16][CH:15]=[CH:14][C:11]=1[CH2:12][NH2:13]>C(O)C>[Cl:9][C:10]1[CH:17]=[CH:16][CH:15]=[CH:14][C:11]=1[CH2:12][NH:13][C:4](=[O:6])[CH2:3][C:1]#[N:2]. Procedure details: A solution of 80.5 g. (0.71 mole) of ethyl cyanoacetate and 100 g. (0.71 mole) of 2-chlorobenzylamine in 200 ml. of absolute ethanol heated at reflux for 2 hours and then allowed to stand at ambient temperature overnight. The solvent is removed in vacuo and the residue is recrystallized from ether/pentane to give 56 g. (38% yield) of the desired product as a near white solid, m.p. 102°-4° C.;ν3300 (NH), 2270 (CN), and 1650 cm.-1 (C=O);δ8.7 (broad, 1H, NH), 7.35 (broad s, 4H, aromatic protons), 4... Starting materials: CS(=O)(=O)Cl, CC(C)CCC(O)C(C)C1CCC2C3=CC=C4CC(OC5CCCCO5)CC(OC5CCCCO5)C4(C)C3CCC21C, O, c1ccncc1. The product is CC(C)CCC(OS(C)(=O)=O)C(C)C1CCC2C3=CC=C4CC(OC5CCCCO5)CC(OC5CCCCO5)C4(C)C3CCC21C. RXN SMILES: [CH3:43][S:44]([Cl:45])(=[O:46])=[O:47].[O:1]1[CH:2]([O:7][CH:8]2[CH2:9][CH:10]([O:36][CH:37]3[O:38][CH2:39][CH2:40][CH2:41][CH2:42]3)[CH2:11][C:12]3=[CH:13][CH:14]=[C:15]4[CH:16]5[CH2:17][CH2:18][CH:19]([CH:20]([CH:21]([CH2:22][CH2:23][CH:24]([CH3:25])[CH3:26])[OH:27])[CH3:28])[C:29]5([CH3:35])[CH2:30][CH2:31][CH:32]4[C:33]23[CH3:34])[CH2:3][CH2:4][CH2:5][CH2:6]1.[OH2:54].[cH:48]1[cH:49][cH:50][n:51][cH:52][cH:53]1>>[O:1]1[CH:2]([O:7][CH:8]2[CH2:9][CH:10]([O:36][CH:37]3[O:38][CH2:39][CH2:40][CH2:41][CH2:42]3)[CH2:11][C:12]3=[CH:13][CH:14]=[C:15]4[CH:16]5[CH2:17][CH2:18][CH:19]([CH:20]([CH:21]([CH2:22][CH2:23][CH:24]([CH3:25])[CH3:26])[O:27][S:44]([CH3:43])(=[O:46])=[O:47])[CH3:28])[C:29]5([CH3:35])[CH2:30][CH2:31][CH:32]4[C:33]23[CH3:34])[CH2:3][CH2:4][CH2:5][CH2:6]1. Reactants: CC3(C)COB(c2ccc1ccccc1c2)OC3 (effective_coupling_partner), COc2ccc(c1ccc(C)cc1)cc2 (substrate). The reagents and catalysts are ICy. Reaction conditions: temperature 160 celsius, time 12 hour. Product: Cc4ccc(c3ccc(c2ccc1ccccc1c2)cc3)cc4.